Task: describe an organic reaction: reactants, conditions, products, and yield. Dataset: the Open Reaction Database (ORD), a public repository of structured organic reaction records The reactants are BrB(Br)Br, COc1ccc2c(Oc3ccc(OCC(=O)O)cc3)c(-c3ccccc3)c(C)cc2c1, ClCCl, [Na+], O=C([O-])O. Product: Cc1cc2cc(O)ccc2c(Oc2ccc(OCC(=O)O)cc2)c1-c1ccccc1. As a reaction SMILES: [B:32]([Br:33])([Br:34])[Br:35].[CH3:1][c:2]1[c:3](-[c:26]2[cH:27][cH:28][cH:29][cH:30][cH:31]2)[c:4]([O:14][c:15]2[cH:16][cH:17][c:18]([O:21][CH2:22][C:23](=[O:24])[OH:25])[cH:19][cH:20]2)[c:5]2[cH:6][cH:7][c:8]([O:12][CH3:13])[cH:9][c:10]2[cH:11]1.[Cl:41][CH2:42][Cl:43].[Na+:40].[O-:36][C:37]([OH:38])=[O:39]>>[CH3:1][c:2]1[c:3](-[c:26]2[cH:27][cH:28][cH:29][cH:30][cH:31]2)[c:4]([O:14][c:15]2[cH:16][cH:17][c:18]([O:21][CH2:22][C:23](=[O:24])[OH:25])[cH:19][cH:20]2)[c:5]2[cH:6][cH:7][c:8]([OH:12])[cH:9][c:10]2[cH:11]1. The reactants are Cl.NC1=CC=CC=C1 (aniline hydrochloride), OCCN1C(OCC1)=O (3-(2-hydroxyethyl)-2-oxazolidinone). Solvent: COCCOCCO (2-(2-methoxyethoxy)ethanol). Conditions: temperature 168 celsius. The product is OCCNCCNC1=CC=CC=C1 (N-(2-Hydroxyethyl)-N'-phenyl-1,2-ethanediamine). The yield is 67.0%. RXN SMILES: Cl.[NH2:2][C:3]1[CH:8]=[CH:7][CH:6]=[CH:5][CH:4]=1.[OH:9][CH2:10][CH2:11][N:12]1[CH2:16][CH2:15]OC1=O>COCCOCCO>[OH:9][CH2:10][CH2:11][NH:12][CH2:16][CH2:15][NH:2][C:3]1[CH:8]=[CH:7][CH:6]=[CH:5][CH:4]=1 |f:0.1|. Procedure: A mixture of aniline hydrochloride (19.5 g, 0.15 mole), 3-(2-hydroxyethyl)-2-oxazolidinone (20.6 g, 0.157 mole) and 50 ml of 2-(2-methoxyethoxy)ethanol was heated to 168° C. for 16 hours. The orange solution was cooled to room temperature and worked up in a procedure similar to that cited in Example 1. Kugelrohr distillation at 150° C. to 160° C. (0.2 to 0.3 mm) gave a 67 percent yield of the material as a pale yellow oil. Spectral evidence confirmed its structure. Procedure details: 2,6-Di-tert-pentylphenol (161.4 g), glyoxylic acid (122.3 g of the 50% b.w. solution in water) and 1.3 g of p-toluene sulphonic acid are heated in 500 ml of ethylenechloride under nitrogen at reflux temperature in an apparatus designed for the removal of water. After 3.5 hours the reaction mixture is cooled to room temperature, washed 3 times with 25 ml water, dried over magnesium sulphite and evaporated under reduced pressure to give 214.3 g of: 5,7-di-tert-pentyl-3-hydroxy-3H-benzofuran-2-one ... Yields the product C(C)(C)(CC)C=1C=C(C2=C(C(C(O2)=O)O)C1)C(C)(C)CC (5,7-di-tert-pentyl-3-hydroxy-3H-benzofuran-2-one). As a reaction SMILES: [C:1]([C:6]1[CH:11]=[CH:10][CH:9]=[C:8]([C:12]([CH2:15][CH3:16])([CH3:14])[CH3:13])[C:7]=1O)([CH2:4][CH3:5])([CH3:3])[CH3:2].[C:18]([OH:22])(=[O:21])[CH:19]=[O:20].C1(C)C=CC(S(O)(=O)=O)=CC=1>O.C(Cl)CCl>[C:1]([C:6]1[CH:7]=[C:8]([C:12]([CH2:15][CH3:16])([CH3:14])[CH3:13])[C:9]2[O:22][C:18](=[O:21])[CH:19]([OH:20])[C:10]=2[CH:11]=1)([CH2:4][CH3:5])([CH3:3])[CH3:2]. The solvent is O (water), C(CCl)Cl (ethylenechloride). The reactants are C1(=CC=C(C=C1)S(=O)(=O)O)C (p-toluene sulphonic acid), C(C)(C)(CC)C1=C(C(=CC=C1)C(C)(C)CC)O (2,6-Di-tert-pentylphenol), C(C=O)(=O)O (glyoxylic acid). Reactants: COC=1C=C(C=O)C=CC1 (3-methoxybenzaldehyde), Cl.NCC(C1=CC(=C(C=C1)Cl)Cl)O (rac.-α-(aminomethyl)-3,4-dichlorobenzyl alcohol hydrochloride), C1=CC=CC=C1 (benzene). The solvent is O (water), O (water). Product: Cl.ClC=1C=C(C(CNCC2=CC(=CC=C2)OC)O)C=CC1Cl (rac.-3,4-dichloro-α-{[(3-methoxybenzyl)amino]methyl}benzyl alcohol hydrochloride). Reaction SMILES: Cl.[NH2:2][CH2:3][CH:4]([OH:13])[C:5]1[CH:10]=[CH:9][C:8]([Cl:11])=[C:7]([Cl:12])[CH:6]=1.C1C=CC=CC=1.[CH3:20][O:21][C:22]1[CH:23]=[C:24]([CH:27]=[CH:28][CH:29]=1)[CH:25]=O>O>[ClH:11].[Cl:12][C:7]1[CH:6]=[C:5]([CH:10]=[CH:9][C:8]=1[Cl:11])[CH:4]([OH:13])[CH2:3][NH:2][CH2:25][C:24]1[CH:27]=[CH:28][CH:29]=[C:22]([O:21][CH3:20])[CH:23]=1 |f:0.1,5.6|. Reported procedure: The free base obtained from 70.0 g. of rac.-α-(aminomethyl)-3,4-dichlorobenzyl alcohol hydrochloride is heated at reflux in 1 l. of benzene with 40.8 g. of 3-methoxybenzaldehyde using a water-separator for 2 hours until no more water is released. After concentration and dissolving in 1 l. of methanol, the product is reduced with 30 g. of sodium borohydride below 5°, evaporated and extracted with methylene chloride and water. The methylene chloride extract, acidified with ethanolic hydrogen chlor... Starting materials: Cl (HCl), CCN(C(C)C)C(C)C (DIPEA), C([O-])([O-])=O.[NH4+].[NH4+] (ammonium carbonate), CCN=C=NCCCN(C)C.Cl (EDCl), COC(CC1=C(CCC2=NC(=NC=C2C(F)(F)F)NC2=CC=C(C=C2)C2CCN(CC2)C(=O)OC(C)(C)C)C=C(C=C1)C(F)(F)F)=O (tert-butyl 4-(4-((4-(2-(2-methoxy-2-oxoethyl)-5-(trifluoromethyl)phenethyl)-5-(trifluoromethyl)pyrimidin-2-yl)amino)phenyl)piperidine-1-carboxylate), O[Li].O (LiOH.H2O), C=1C=CC2=C(C1)N=NN2O (HOBt), COC(CC1=C(CCC2=NC(=NC=C2C(F)(F)F)NC2=CC=C(C=C2)C2CCN(CC2)C(=O)OC(C)(C)C)C=C(C=C1)C(F)(F)F)=O (tert-butyl 4-(4-((4-(2-(2-methoxy-2-oxoethyl)-5-(trifluoromethyl)phenethyl)-5-(trifluoromethyl)pyrimidin-2-yl)amino)phenyl)piperidine-1-carboxylate), O[Li].O (LiOH.H2O), CCN=C=NCCCN(C)C.Cl (EDCl), Cl (HCl), CCN(C(C)C)C(C)C (DIPEA), C([O-])([O-])=O.[NH4+].[NH4+] (ammonium carbonate), C=1C=CC2=C(C1)N=NN2O (HOBt). The solvent is CCOC(=O)C (EtOAc), CO (MeOH), O (water), C1CCOC1 (THF), C1CCOC1 (THF), CO (MeOH), O (water), C1CCOC1 (THF). Conditions: temperature 40 celsius, time 16 hour. Product: NC(CC1=C(CCC2=NC(=NC=C2C(F)(F)F)NC2=CC=C(C=C2)C2CCN(CC2)C(=O)OC(C)(C)C)C=C(C=C1)C(F)(F)F)=O (tert-Butyl 4-(4-((4-(2-(2-amino-2-oxoethyl)-5-(trifluoromethyl)phenethyl)-5-(trifluoromethyl)pyrimidin-2-yl)amino)phenyl)piperidine-1-carboxylate), solid. The yield is 43.0%. RXN SMILES: C[O:2][C:3](=O)[CH2:4][C:5]1[CH:42]=[CH:41][C:40]([C:43]([F:46])([F:45])[F:44])=[CH:39][C:6]=1[CH2:7][CH2:8][C:9]1[C:14]([C:15]([F:18])([F:17])[F:16])=[CH:13][N:12]=[C:11]([NH:19][C:20]2[CH:25]=[CH:24][C:23]([CH:26]3[CH2:31][CH2:30][N:29]([C:32]([O:34][C:35]([CH3:38])([CH3:37])[CH3:36])=O)[CH2:28][CH2:27]3)=[CH:22][CH:21]=2)N=1.O[Li].[OH2:50].C1C=CC2N(O)N=NC=2C=1.CCN=C=NCCCN(C)C.Cl.Cl.CCN(C(C)C)C(C)C.C(=O)([O-])[O-].[NH4+:87].[NH4+:88]>CO.O.C1COCC1.CCOC(C)=O>[NH2:87][C:3](=[O:2])[CH2:4][C:5]1[CH:42]=[CH:41][C:40]([C:43]([F:44])([F:45])[F:46])=[CH:39][C:6]=1[CH2:7][CH2:8][C:9]1[C:14]([C:15]([F:18])([F:17])[F:16])=[CH:13][N:12]=[C:11]([NH:19][C:20]2[CH:25]=[CH:24][C:23]([CH:26]3[CH2:31][CH2:30][N:29]([C:32]([O:34][C:35]([CH3:38])([CH3:37])[CH3:36])=[O:50])[CH2:28][CH2:27]3)=[CH:22][CH:21]=2)[N:88]=1 |f:1.2,4.5,8.9.10|. Procedure: A suspension of tert-butyl 4-(4-((4-(2-(2-methoxy-2-oxoethyl)-5-(trifluoromethyl)phenethyl)-5-(trifluoromethyl)pyrimidin-2-yl)amino)phenyl)piperidine-1-carboxylate (A61) (0.100 g, 0.150 mmol) and LiOH.H2O (0.051 g, 1.21 mmol) in MeOH (2 mL), water (2 mL) and THF (2 mL) was heated at 40° C. for 16 hours. In a separate flask, a suspension of tert-butyl 4-(4-((4-(2-(2-methoxy-2-oxoethyl)-5-(trifluoromethyl)phenethyl)-5-(trifluoromethyl)pyrimidin-2-yl)amino)phenyl)piperidine-1-carboxylate (A61) (0.0... Starting materials: CCOCC, COc1ccc(Br)cc1C(=O)NC(C)(C)CO, O=S(Cl)Cl. Product: COc1ccc(Br)cc1C1=NC(C)(C)CO1. As a reaction SMILES: [CH3:22][CH2:23][O:24][CH2:25][CH3:26].[OH:5][CH2:6][C:7]([CH3:8])([CH3:9])[NH:10][C:11]([c:12]1[c:13]([O:19][CH3:20])[cH:14][cH:15][c:16]([Br:18])[cH:17]1)=[O:21].[S:1]([Cl:2])([Cl:3])=[O:4]>>[CH2:6]1[C:7]([CH3:8])([CH3:9])[N:10]=[C:11]([c:12]2[c:13]([O:19][CH3:20])[cH:14][cH:15][c:16]([Br:18])[cH:17]2)[O:21]1. Reactants: C1(CC1)COC1=C(C=C(C=C1)C(F)F)C=1C2=C(N=CN1)C(=C(N2)C)C(=O)O (4-[2-(cyclopropylmethoxy)-5-(difluoromethyl)phenyl]-6-methyl-5H-pyrrolo[3,2-d]pyrimidine-7-carboxylic acid), Cl.N(=[N+]=[N-])[C@H]1C[C@@H]([C@@H](CC1)N)F ((1R*,2S*,4R*)-4-azido-2-fluorocyclohexanamine hydrochloride). Product: N(=[N+]=[N-])[C@@H]1C[C@H]([C@H](CC1)NC(=O)C1=C(NC2=C1N=CN=C2C2=C(C=CC(=C2)C(F)F)OCC2CC2)C)F (N-[(1S*,2R*,4S*)-4-Azido-2-fluorocyclohexyl]-4-[2-(cyclopropylmethoxy)-5-(difluoromethyl)phenyl]-6-methyl-5H-pyrrolo[3,2-d]pyrimidine-7-carboxamide). RXN SMILES: [CH:1]1([CH2:4][O:5][C:6]2[CH:11]=[CH:10][C:9]([CH:12]([F:14])[F:13])=[CH:8][C:7]=2[C:15]2[C:16]3[NH:23][C:22]([CH3:24])=[C:21]([C:25](O)=[O:26])[C:17]=3[N:18]=[CH:19][N:20]=2)[CH2:3][CH2:2]1.Cl.[N:29]([C@@H:32]1[CH2:37][CH2:36][C@@H:35]([NH2:38])[C@@H:34]([F:39])[CH2:33]1)=[N+:30]=[N-:31]>>[N:29]([C@H:32]1[CH2:37][CH2:36][C@H:35]([NH:38][C:25]([C:21]2[C:17]3[N:18]=[CH:19][N:20]=[C:15]([C:7]4[CH:8]=[C:9]([CH:12]([F:14])[F:13])[CH:10]=[CH:11][C:6]=4[O:5][CH2:4][CH:1]4[CH2:2][CH2:3]4)[C:16]=3[NH:23][C:22]=2[CH3:24])=[O:26])[C@H:34]([F:39])[CH2:33]1)=[N+:30]=[N-:31] |f:1.2|. Procedure: Starting from 4-[2-(cyclopropylmethoxy)-5-(difluoromethyl)phenyl]-6-methyl-5H-pyrrolo[3,2-d]pyrimidine-7-carboxylic acid (example D.g1) and (1R*,2S*,4R*)-4-azido-2-fluorocyclohexanamine hydrochloride (example C56) the title compound is obtained as pale yellow foam.